Dataset: the Open Reaction Database (ORD), a public repository of structured organic reaction records. Task: describe an organic reaction: reactants, conditions, products, and yield Reactants: CN(C(=N)N(C)C)C (1,1,3,3-Tetramethylguanidine), COC(C(NC(C1=C(C=C(C=C1)C(=O)NCC1=CC(=CC=C1)O)Cl)=O)P(=O)(OC)OC)=O (rac.-N-[2-chloro-4-[[(3-hydroxybenzyl)amino]carbonyl]benzoyl]-2-(dimethoxyphosphinyl)glycine methyl ester), C(C)C=1SC(=C(N1)C)C=O (2-ethyl-4-methylthiazole-5-carboxaldehyde). Run in ClCCl (dichloromethane). Reaction conditions: temperature 5 celsius, time 30 minute. Yields the product COC(/C(=C/C1=C(N=C(S1)CC)C)/NC(C1=C(C=C(C=C1)C(=O)NCC1=CC(=CC=C1)O)Cl)=O)=O ((Z)-2-[[2-chloro-4-[[(3-hydroxybenzyl)amino]carbonyl]benzoyl]amino]-3-(2-ethyl-4-methylthiazole-5-yl)propenoic acid methyl ester). Yield: 35.7%. Reaction SMILES: CN(C)C(N(C)C)=N.[CH3:9][O:10][C:11](=[O:40])[CH:12](P(OC)(OC)=O)[NH:13][C:14](=[O:33])[C:15]1[CH:20]=[CH:19][C:18]([C:21]([NH:23][CH2:24][C:25]2[CH:30]=[CH:29][CH:28]=[C:27]([OH:31])[CH:26]=2)=[O:22])=[CH:17][C:16]=1[Cl:32].[CH2:41]([C:43]1[S:44][C:45]([CH:49]=O)=[C:46]([CH3:48])[N:47]=1)[CH3:42]>ClCCl>[CH3:9][O:10][C:11](=[O:40])/[C:12](/[NH:13][C:14](=[O:33])[C:15]1[CH:20]=[CH:19][C:18]([C:21]([NH:23][CH2:24][C:25]2[CH:30]=[CH:29][CH:28]=[C:27]([OH:31])[CH:26]=2)=[O:22])=[CH:17][C:16]=1[Cl:32])=[CH:49]/[C:45]1[S:44][C:43]([CH2:41][CH3:42])=[N:47][C:46]=1[CH3:48]. Reported procedure: 1,1,3,3-Tetramethylguanidine (107 mg, 0.9 mmol) was added to a solution of rac.-N-[2-chloro-4-[[(3-hydroxybenzyl)amino]carbonyl]benzoyl]-2-(dimethoxyphosphinyl)glycine methyl ester (Example 141; 300 mg, 0.6 mmol) in dichloromethane (10 mL) at ˜5° C. The solution was stirred at ˜5° C. for 30 min and then 2-ethyl-4-methylthiazole-5-carboxaldehyde (Example 60; 192 mg, 1.2 mmol) was added. The solution was stirred overnight at room temperature, then silica gel was added and the solvent was evaporate... Starting materials: FC1=CC=C(C=C1)N1N=CC2=CC(=CC=C12)O[C@@H]([C@H](C)N)C1=CC(=CC=C1)OC ((1R,2S)-1-{[1-(4-fluorophenyl)-1H-indazol-5-yl]oxy}-1-(3-methoxyphenyl)propan-2-amine), OC1=C(SC(=C1)C(F)(F)F)C(=O)O (3-hydroxy-5-(trifluoromethyl)thiophene-2-carboxylic acid). The product is FC1=CC=C(C=C1)N1N=CC2=CC(=CC=C12)O[C@@H]([C@H](C)NC(=O)C=1SC(=CC1O)C(F)(F)F)C1=CC(=CC=C1)OC (N-[(1R,2S)-1-[1-(4-fluorophenyl)indazol-5-yl]oxy-1-(3-methoxyphenyl)propan-2yl]-3-hydroxy-5-(trifluoromethyl)thiophene-2-carboxamide). As a reaction SMILES: [F:1][C:2]1[CH:7]=[CH:6][C:5]([N:8]2[C:16]3[C:11](=[CH:12][C:13]([O:17][C@H:18]([C:22]4[CH:27]=[CH:26][CH:25]=[C:24]([O:28][CH3:29])[CH:23]=4)[C@@H:19]([NH2:21])[CH3:20])=[CH:14][CH:15]=3)[CH:10]=[N:9]2)=[CH:4][CH:3]=1.[OH:30][C:31]1[CH:35]=[C:34]([C:36]([F:39])([F:38])[F:37])[S:33][C:32]=1[C:40](O)=[O:41]>>[F:1][C:2]1[CH:3]=[CH:4][C:5]([N:8]2[C:16]3[C:11](=[CH:12][C:13]([O:17][C@H:18]([C:22]4[CH:27]=[CH:26][CH:25]=[C:24]([O:28][CH3:29])[CH:23]=4)[C@@H:19]([NH:21][C:40]([C:32]4[S:33][C:34]([C:36]([F:39])([F:37])[F:38])=[CH:35][C:31]=4[OH:30])=[O:41])[CH3:20])=[CH:14][CH:15]=3)[CH:10]=[N:9]2)=[CH:6][CH:7]=1. Procedure: Prepared as described in Example 269 from (1R,2S)-1-(1-(4-fluorophenyl)-1H-indazol-5-yloxy)-1-(3-methoxyphenyl)propan-2-amine (6a, 50 mg, 0.13 mmol) and 3-hydroxy-5-(trifluoromethyl)thiophene-2-carboxylic acid (32 mg, 0.15 mmol). Starting materials: ClCCOc1ccccc1, N#CCc1ccc(Cl)cc1, [H-], [Na+], CN(C)C=O. Product: N#CC(CCOc1ccccc1)c1ccc(Cl)cc1. Reaction SMILES: [Cl:13][CH2:14][CH2:15][O:16][c:17]1[cH:18][cH:19][cH:20][cH:21][cH:22]1.[Cl:3][c:4]1[cH:5][cH:6][c:7]([CH2:8][C:9]#[N:10])[cH:11][cH:12]1.[H-:1].[Na+:2].[O:23]=[CH:24][N:25]([CH3:26])[CH3:27]>>[Cl:3][c:4]1[cH:5][cH:6][c:7]([CH:8]([C:9]#[N:10])[CH2:14][CH2:15][O:16][c:17]2[cH:18][cH:19][cH:20][cH:21][cH:22]2)[cH:11][cH:12]1. Reactants: CCOC(C)=O, OCc1ccccc1Oc1ccc(Cl)cc1Cl, C1COCCO1, O, BrP(Br)Br. Yields the product Clc1ccc(Oc2ccccc2CBr)c(Cl)c1. RXN SMILES: [CH3:29][CH2:30][O:31][C:32](=[O:33])[CH3:34].[Cl:5][c:6]1[c:7]([O:8][c:9]2[c:10]([CH2:15][OH:16])[cH:11][cH:12][cH:13][cH:14]2)[cH:17][cH:18][c:19]([Cl:21])[cH:20]1.[O:23]1[CH2:24][CH2:25][O:26][CH2:27][CH2:28]1.[OH2:22].[P:1]([Br:2])([Br:3])[Br:4]>>[Br:2][CH2:15][c:10]1[c:9]([O:8][c:7]2[c:6]([Cl:5])[cH:20][c:19]([Cl:21])[cH:18][cH:17]2)[cH:14][cH:13][cH:12][cH:11]1. The reactants are Intermediate 13, B.C1CCOC1 (BH3THF), C1CCOC1 (THF), [N+](=O)([O-])C=1C=C(C=C(C(=O)OC)C1)C(C)=O (methyl 5-nitro-3-acetylbenzoate). Run in O (H2O). Run at time 24 hour. Product: [N+](=O)([O-])C=1C=C(C=C(C(=O)OC)C1)C(C)O (Methyl 5-Nitro-3-(1-hydroxy)ethylbenzoate). RXN SMILES: [N+:1]([C:4]1[CH:5]=[C:6]([C:14](=[O:16])[CH3:15])[CH:7]=[C:8]([CH:13]=1)[C:9]([O:11][CH3:12])=[O:10])([O-:3])=[O:2].B.C1COCC1.C1COCC1>O>[N+:1]([C:4]1[CH:5]=[C:6]([CH:14]([OH:16])[CH3:15])[CH:7]=[C:8]([CH:13]=1)[C:9]([O:11][CH3:12])=[O:10])([O-:3])=[O:2] |f:1.2|. Procedure: An oven-dried round bottom flask fitted with a magnetic stirring bar was charged with compound methyl 5-nitro-3-acetylbenzoate (0,5 g), prepared in step 1 of Intermediate 13, BH3THF (1 M solution in THF, 5 mol equiv.), and anhydrous THF. After stirring at room temperature for 24 h, H2O (20 mL) was added and the solution was concentrated in vacuo. The residue was taken in H2O (20 mL) and extracted with CHCl3 (3×100 mL). The combined CH2Cl2 extracts were washed with saturated Na2CO3 solution (20 m... Starting materials: C(C)OC(=O)C1(CCNCC1)C1=CC=CC=C1 (4-ethoxycarbonyl-4-phenylpiperidine), Br.BrCCCN (3-bromopropylamine hydrobromide), C([O-])([O-])=O.[K+].[K+] (potassium carbonate). The solvent is O1CCOCC1 (1,4-dioxane). Product: C(C)OC(=O)C1(CCN(CC1)CCCN)C1=CC=CC=C1 (3-(4-Ethoxycarbonyl-4-phenylpiperidin-1-yl)propylamine). Isolated yield 63.6%. As a reaction SMILES: [CH2:1]([O:3][C:4]([C:6]1([C:12]2[CH:17]=[CH:16][CH:15]=[CH:14][CH:13]=2)[CH2:11][CH2:10][NH:9][CH2:8][CH2:7]1)=[O:5])[CH3:2].Br.Br[CH2:20][CH2:21][CH2:22][NH2:23].C(=O)([O-])[O-].[K+].[K+]>O1CCOCC1>[CH2:1]([O:3][C:4]([C:6]1([C:12]2[CH:13]=[CH:14][CH:15]=[CH:16][CH:17]=2)[CH2:7][CH2:8][N:9]([CH2:20][CH2:21][CH2:22][NH2:23])[CH2:10][CH2:11]1)=[O:5])[CH3:2] |f:1.2,3.4.5|. Procedure details: A mixture of 4-ethoxycarbonyl-4-phenylpiperidine (30.5 g, 0.131 mol), 3-bromopropylamine hydrobromide (42.93 g, 0.196 mol), potassium carbonate (36.14 g, 0.241 mole), and KI (10.8 g, 0.065 mol) in 1,4-dioxane (500 mL) was stirred and refluxed for 24 hours. Dioxane was evaporated at reduced pressure, the residue was treated with ice-cold 6N NaOH (400 mL) and extracted with CH2Cl2 (4×120 mL). Solvent was evaporated from the combined dried (K2CO3) CH2Cl2 extracts and the residue was purified by col... Starting materials: CCO, Cl, OC(c1cc(F)cc(F)c1)(c1cc(F)cc(F)c1)c1c[nH]cn1. Yields the product Fc1cc(F)cc(C(c2cc(F)cc(F)c2)c2c[nH]cn2)c1. As a reaction SMILES: [CH3:25][CH2:26][OH:27].[ClH:24].[F:1][c:2]1[cH:3][c:4]([C:9]([OH:10])([c:11]2[n:12][cH:13][nH:14][cH:15]2)[c:16]2[cH:17][c:18]([F:23])[cH:19][c:20]([F:22])[cH:21]2)[cH:5][c:6]([F:8])[cH:7]1>>[F:1][c:2]1[cH:3][c:4]([CH:9]([c:11]2[n:12][cH:13][nH:14][cH:15]2)[c:16]2[cH:17][c:18]([F:23])[cH:19][c:20]([F:22])[cH:21]2)[cH:5][c:6]([F:8])[cH:7]1. The reactants are CCOC(C)=O, C1CCC2=NCCCN2CC1, C1CCOC1, [N-]=[N+]=NP(=O)(c1ccccc1)c1ccccc1, OC1CCc2cc(-c3cccs3)ccc21. Yields the product [N-]=[N+]=NC1CCc2cc(-c3cccs3)ccc21. RXN SMILES: [CH3:49][CH2:50][O:51][C:52](=[O:53])[CH3:54].[N:33]12[CH2:34][CH2:35][CH2:36][N:37]=[C:38]1[CH2:39][CH2:40][CH2:41][CH2:42][CH2:43]2.[O:44]1[CH2:45][CH2:46][CH2:47][CH2:48]1.[c:16]1([P:17]([c:18]2[cH:19][cH:20][cH:21][cH:22][cH:23]2)(=[O:24])[N:30]=[N+:31]=[N-:32])[cH:25][cH:26][cH:27][cH:28][cH:29]1.[s:1]1[c:2](-[c:6]2[cH:7][c:8]3[c:12]([cH:13][cH:14]2)[CH:11]([OH:15])[CH2:10][CH2:9]3)[cH:3][cH:4][cH:5]1>>[s:1]1[c:2](-[c:6]2[cH:7][c:8]3[c:12]([cH:13][cH:14]2)[CH:11]([N:30]=[N+:31]=[N-:32])[CH2:10][CH2:9]3)[cH:3][cH:4][cH:5]1. Starting materials: N,N-dicyclohexyl-carbodiimide, BrC1=CC=C(C(=C1O)F)CCCCC (6-bromo-2-fluoro-3-pentylphenol), BrC1=CC=C(C(=C1C(=O)O)F)C (6-bromo-2-fluoro-3-methylbenzoic acid), C(C(=O)O)(=O)O (oxalic acid). The reagents and catalysts are CN(C1=CC=NC=C1)C (4-(dimethylamino)pyridine). Solvent: ClCCl (dichloromethane), ClCCl (dichloro-methane). Run at time 8 hour. Yields the product BrC1=CC=C(C(=C1C(=O)OC1=C(C(=CC=C1Br)CCCCC)F)F)C (6-bromo-2-fluoro-3-pentylphenyl 6-bromo-2-fluoro-3-methylbenzoate). The yield is 92.5%. As a reaction SMILES: [Br:1][C:2]1[C:7]([OH:8])=[C:6]([F:9])[C:5]([CH2:10][CH2:11][CH2:12][CH2:13][CH3:14])=[CH:4][CH:3]=1.[Br:15][C:16]1[C:21]([C:22](O)=[O:23])=[C:20]([F:25])[C:19]([CH3:26])=[CH:18][CH:17]=1.C(O)(=O)C(O)=O>CN(C)C1C=CN=CC=1.ClCCl>[Br:15][C:16]1[C:21]([C:22]([O:8][C:7]2[C:2]([Br:1])=[CH:3][CH:4]=[C:5]([CH2:10][CH2:11][CH2:12][CH2:13][CH3:14])[C:6]=2[F:9])=[O:23])=[C:20]([F:25])[C:19]([CH3:26])=[CH:18][CH:17]=1. Reported procedure: 43.2 g (0.165 mol) of 6-bromo-2-fluoro-3-pentylphenol, 40.5 g (0.173 mol) of 6-bromo-2-fluoro-3-methylbenzoic acid and 3.52 g (29 mmol) of 4-(dimethylamino)pyridine were initially introduced in 300 ml of dichloro-methane, and a solution of 35.7 g (0.172 mol) of N,N-dicyclohexyl-carbodiimide in 80 ml of dichloromethane was added. The batch was stirred overnight at room temperature, and 4.16 g (33 mmol) of oxalic acid were subsequently added. After 1 hour, the precipitated solid was filtered off, ... The reactants are Cn1nccc1Cc1ccc(Br)cc1F, CC[N+](CC)(CC)CC, CC(C)(C)[O-], CC(C)[Si](Sc1cccc(C2(C(N)=O)CCOCC2)c1)(C(C)C)C(C)C, CC(C)O, [Cl-], [Cs+], [F-], [K+], c1ccc(P(c2ccccc2)(c2ccccc2)[Pd](P(c2ccccc2)(c2ccccc2)c2ccccc2)(P(c2ccccc2)(c2ccccc2)c2ccccc2)P(c2ccccc2)(c2ccccc2)c2ccccc2)cc1. Yields the product Cn1nccc1Cc1ccc(Sc2cccc(C3(C(N)=O)CCOCC3)c2)cc1F. As a reaction SMILES: [Br:27][c:28]1[cH:29][c:30]([F:41])[c:31]([CH2:32][c:33]2[cH:34][cH:35][n:36][n:37]2[CH3:38])[cH:39][cH:40]1.[CH2:55]([N+:56]([CH2:57][CH3:58])([CH2:59][CH3:60])[CH2:61][CH3:62])[CH3:63].[CH3:44][C:45]([CH3:46])([O-:47])[CH3:48].[CH:1]([Si:2]([CH:3]([CH3:4])[CH3:21])([S:5][c:6]1[cH:7][c:8]([C:12]2([C:18](=[O:19])[NH2:20])[CH2:13][CH2:14][O:15][CH2:16][CH2:17]2)[cH:9][cH:10][cH:11]1)[CH:22]([CH3:23])[CH3:24])([CH3:25])[CH3:26].[CH:50]([OH:51])([CH3:52])[CH3:53].[Cl-:54].[Cs+:43].[F-:42].[K+:49].[cH:64]1[cH:65][cH:66][c:67]([P:68]([Pd:69]([P:70]([c:71]2[cH:72][cH:73][cH:74][cH:75][cH:76]2)([c:77]2[cH:78][cH:79][cH:80][cH:81][cH:82]2)[c:83]2[cH:84][cH:85][cH:86][cH:87][cH:88]2)([P:89]([c:90]2[cH:91][cH:92][cH:93][cH:94][cH:95]2)([c:96]2[cH:97][cH:98][cH:99][cH:100][cH:101]2)[c:102]2[cH:103][cH:104][cH:105][cH:106][cH:107]2)[P:108]([c:109]2[cH:110][cH:111][cH:112][cH:113][cH:114]2)([c:115]2[cH:116][cH:117][cH:118][cH:119][cH:120]2)[c:121]2[cH:122][cH:123][cH:124][cH:125][cH:126]2)([c:127]2[cH:128][cH:129][cH:130][cH:131][cH:132]2)[c:133]2[cH:134][cH:135][cH:136][cH:137][cH:138]2)[cH:139][cH:140]1>>[S:5]([c:6]1[cH:7][c:8]([C:12]2([C:18](=[O:19])[NH2:20])[CH2:13][CH2:14][O:15][CH2:16][CH2:17]2)[cH:9][cH:10][cH:11]1)[c:28]1[cH:29][c:30]([F:41])[c:31]([CH2:32][c:33]2[cH:34][cH:35][n:36][n:37]2[CH3:38])[cH:39][cH:40]1.